This data is from the Open Reaction Database (ORD), a public repository of structured organic reaction records. The task is: describe an organic reaction: reactants, conditions, products, and yield Starting materials: CC1=CC=C(C=N1)/C=C/C1=CC=CC=2C3=C(NC12)C1CCN(C3)CC1 (7-[(E)-2-(6-methylpyridin-3-yl)vinyl]-3,4,5,6-tetrahydro-1H-2,5-ethanoazepino[4,3-b]indole). The reagents and catalysts are O=[Pt]=O (Adam's catalyst). The solvent is C(C)O (ethanol). Conditions: time 18 hour. Product: CC1=CC=C(C=N1)CCC1=CC=CC=2C3=C(NC12)C1CCN(C3)CC1 (7-[2-(6-methylpyridin-3-yl)ethyl]-3,4,5,6-tetrahydro-1H-2,5-ethanoazepino[4,3-b]indole). RXN SMILES: [CH3:1][C:2]1[N:7]=[CH:6][C:5](/[CH:8]=[CH:9]/[C:10]2[C:18]3[NH:17][C:16]4[CH:19]5[CH2:25][CH2:24][N:22]([CH2:23][C:15]=4[C:14]=3[CH:13]=[CH:12][CH:11]=2)[CH2:21][CH2:20]5)=[CH:4][CH:3]=1>O=[Pt]=O.C(O)C>[CH3:1][C:2]1[N:7]=[CH:6][C:5]([CH2:8][CH2:9][C:10]2[C:18]3[NH:17][C:16]4[CH:19]5[CH2:25][CH2:24][N:22]([CH2:23][C:15]=4[C:14]=3[CH:13]=[CH:12][CH:11]=2)[CH2:21][CH2:20]5)=[CH:4][CH:3]=1. Reported procedure: Adam's catalyst (PtO2, 7 mg, 0.031 mmol; Aldrich) was added to a solution of the product of Example 1D (60 mg, 0.18 mmol) in ethanol (5 mL). The reaction flask was evacuated and purged with nitrogen (3 cycles) then evacuated and purged with hydrogen (4 cycles), and the mixture was stirred under hydrogen (1 atm) at room temperature for 18 hours. The flask was evacuated and purged with nitrogen (3 cycles), and the reaction mixture was filtered. The filtrate was concentrated under vacuum, and the r... Reactants: FC1=C(N)C=CC=C1 (2-fluoroaniline), N1=CC=CC=C1 (pyridine), CC(C(=O)OCC)C(=O)OCC (diethyl methylmalonate). The product is FC1=C(C=CC=C1)NC(C(C(=O)OCC)C)=O (ethyl 3-(2-fluorophenylamino)-2-methyl-3-oxopropanoate). As a reaction SMILES: [F:1][C:2]1[CH:8]=[CH:7][CH:6]=[CH:5][C:3]=1[NH2:4].N1C=CC=CC=1.[CH3:15][CH:16]([C:22](OCC)=[O:23])[C:17]([O:19][CH2:20][CH3:21])=[O:18]>>[F:1][C:2]1[CH:8]=[CH:7][CH:6]=[CH:5][C:3]=1[NH:4][C:22](=[O:23])[CH:16]([CH3:15])[C:17]([O:19][CH2:20][CH3:21])=[O:18]. Reported procedure: Prepared according to general Procedure A using 2-fluoroaniline (17 mL, 180 mmol), pyridine (29 mL, 360 mmol) and diethyl methylmalonate (46 mL, 270 mmol). The crude was purified by column chromatography on silica (using a gradient of hexanes:EtOAc, 1:0 to 4:1 as eluant) to give ethyl 3-(2-fluorophenylamino)-2-methyl-3-oxopropanoate as a light brown solid. Mass Spectrum (ESI) m/e=239.9 (M+1).